This data is from the Open Reaction Database (ORD), a public repository of structured organic reaction records. The task is: describe an organic reaction: reactants, conditions, products, and yield Reactants: COC(=O)C(=O)Cl, ClCCl, Cc1cc2c(c(C)c1C(F)(F)F)NCCCC2N(Cc1cc(C(F)(F)F)cc(C(F)(F)F)c1)c1nnn(C)n1, c1ccncc1. Yields the product COC(=O)C(=O)N1CCCC(N(Cc2cc(C(F)(F)F)cc(C(F)(F)F)c2)c2nnn(C)n2)c2cc(C)c(C(F)(F)F)c(C)c21. RXN SMILES: [CH3:46][O:47][C:48]([C:49](=[O:50])[Cl:51])=[O:52].[Cl:53][CH2:54][Cl:55].[F:1][C:2]([c:3]1[cH:4][c:5]([CH2:6][N:7]([c:8]2[n:9][n:10][n:11]([CH3:13])[n:12]2)[CH:14]2[c:15]3[c:16]([c:21]([CH3:30])[c:22]([C:26]([F:27])([F:28])[F:29])[c:23]([CH3:25])[cH:24]3)[NH:17][CH2:18][CH2:19][CH2:20]2)[cH:31][c:32]([C:34]([F:35])([F:36])[F:37])[cH:33]1)([F:38])[F:39].[cH:40]1[cH:41][cH:42][n:43][cH:44][cH:45]1>>[F:1][C:2]([c:3]1[cH:4][c:5]([CH2:6][N:7]([c:8]2[n:9][n:10][n:11]([CH3:13])[n:12]2)[CH:14]2[c:15]3[c:16]([c:21]([CH3:30])[c:22]([C:26]([F:27])([F:28])[F:29])[c:23]([CH3:25])[cH:24]3)[N:17]([C:49]([C:48]([O:47][CH3:46])=[O:52])=[O:50])[CH2:18][CH2:19][CH2:20]2)[cH:31][c:32]([C:34]([F:35])([F:36])[F:37])[cH:33]1)([F:38])[F:39]. Starting materials: BrC1=NC=CC=C1 (2-bromopyridine), N1CCNCCC1 (homopiperazine). Solvent: O (water). Run at temperature 100 celsius. Yields the product N1=C(C=CC=C1)N1CCNCCC1 (1-(2-Pyridyl)homopiperazine). Reaction SMILES: Br[C:2]1[CH:7]=[CH:6][CH:5]=[CH:4][N:3]=1.[NH:8]1[CH2:14][CH2:13][CH2:12][NH:11][CH2:10][CH2:9]1>O>[N:3]1[CH:4]=[CH:5][CH:6]=[CH:7][C:2]=1[N:8]1[CH2:14][CH2:13][CH2:12][NH:11][CH2:10][CH2:9]1. Procedure: A mixture of 2-bromopyridine and 12 g of homopiperazine is heated at 100° C. for 6 hours. 50 ml of water are added to the reaction mixture and the resulting mixture is extracted with EtOAc, the organic phase is washed with saturated NaCl solution and dried over Na2SO4, and the solvent is evaporated off under vacuum. 1.28 g of the expected product are obtained. Reactants: [N+](=O)([O-])C=CC=1C=C(C=C(C(=O)OC)C1)C(=O)OC (dimethyl 5-(2-nitrovinyl)isophthalate), Cl (HCl). The reagents and catalysts are [Pd] (palladium on carbon). Run in CO (methanol). Conditions: time 7 hour. Yields the product Cl.NCCC=1C=C(C=C(C(=O)OC)C1)C(=O)OC (dimethyl 5-(2-aminoethyl)isophthalate hydrochloride). Reaction SMILES: [N+:1]([CH:4]=[CH:5][C:6]1[CH:7]=[C:8]([C:16]([O:18][CH3:19])=[O:17])[CH:9]=[C:10]([CH:15]=1)[C:11]([O:13][CH3:14])=[O:12])([O-])=O.[ClH:20]>CO.[Pd]>[ClH:20].[NH2:1][CH2:4][CH2:5][C:6]1[CH:15]=[C:10]([C:11]([O:13][CH3:14])=[O:12])[CH:9]=[C:8]([CH:7]=1)[C:16]([O:18][CH3:19])=[O:17] |f:4.5|. Procedure: To a solution of 365 mg (1.38 mmol) of dimethyl 5-(2-nitrovinyl)isophthalate in 15 mL of methanol and 0.46 mL of 12 N HCl, was added 80 mg of 10% palladium on carbon. The mixture was stirred under a hydrogen balloon atmosphere for 7 h then filtered through celite and evaporated to give dimethyl 5-(2-aminoethyl)isophthalate hydrochloride as a white solid which was used as such immediately in the next step.